This data is from the Open Reaction Database (ORD), a public repository of structured organic reaction records. The task is: describe an organic reaction: reactants, conditions, products, and yield Starting materials: [OH-].[Na+] (sodium hydroxide), C(\C=C\C(=O)O)(=O)O (Fumaric acid), ClCCCCCOC1N(C(C2=CC=CC=C12)=O)C1=CC=CC=C1 (3-(5-chloropentyloxy)-2-phenyl-isoindolin-1-one), C(C)(C)N (isopropylamine). The solvent is C(C)OCC (diethyl ether), O (water), C1(=CC=CC=C1)C (toluene), C(C)(C)O (isopropanol). The product is C(\C=C\C(=O)O)(=O)O.C(C)(C)NCCCCCOC1N(C(C2=CC=CC=C12)=O)C1=CC=CC=C1 (3-(5-isopropylaminopentyloxy)-2-phenyl-isoindolin-1-one hydrogen fumarate). Reaction SMILES: Cl[CH2:2][CH2:3][CH2:4][CH2:5][CH2:6][O:7][CH:8]1[C:16]2[C:11](=[CH:12][CH:13]=[CH:14][CH:15]=2)[C:10](=[O:17])[N:9]1[C:18]1[CH:23]=[CH:22][CH:21]=[CH:20][CH:19]=1.[CH:24]([NH2:27])([CH3:26])[CH3:25].[OH-].[Na+].[C:30]([OH:37])(=[O:36])/[CH:31]=[CH:32]/[C:33]([OH:35])=[O:34]>C1(C)C=CC=CC=1.C(O)(C)C.C(OCC)C.O>[C:30]([OH:37])(=[O:36])/[CH:31]=[CH:32]/[C:33]([OH:35])=[O:34].[CH:24]([NH:27][CH2:2][CH2:3][CH2:4][CH2:5][CH2:6][O:7][CH:8]1[C:16]2[C:11](=[CH:12][CH:13]=[CH:14][CH:15]=2)[C:10](=[O:17])[N:9]1[C:18]1[CH:23]=[CH:22][CH:21]=[CH:20][CH:19]=1)([CH3:26])[CH3:25] |f:2.3,9.10|. Procedure: A solution of 3-(5-chloropentyloxy)-2-phenyl-isoindolin-1-one (31.6 g.) and isopropylamine (83 cc.) in toluene (50 cc.) is heated in an autoclave at 140° C. for 48 hours. After cooling, the reaction mixture is poured into water (200 cc.) and diethyl ether (200 cc.). The organic phase is separated. The aqueous solution is washed with diethyl ether (2 × 50 cc.). The organic solutions obtained are combined and washed with water (5 × 25 cc.) and are then extracted with 4N hydrochloric acid (3 × 35 c... The reactants are C(C)(=O)OC1=C(C(=CC(=C1CC=C(C)C)O)O)C(CCC1=CC=C(C=C1)O)=O (1-[2-acetoxy-4,6-dihydroxy-3-(3-methyl-2-butenyl)phenyl]-3-(4-hydroxyphenyl)-1-propanone), [OH-].[K+] (potassium hydroxide), Cl (hydrochloric acid). Run in CO (methanol). Conditions: time 45 minute. Product: OC1=C(C(=CC(=C1CC=C(C)C)O)O)C(CCC1=CC=C(C=C1)O)=O (1-[2,4,6-trihydroxy-3-(3-methyl-2-butenyl)phenyl]-3-(4-hydroxyphenyl)-1-propanone). Yield: 73.0%. RXN SMILES: C([O:4][C:5]1[C:10]([CH2:11][CH:12]=[C:13]([CH3:15])[CH3:14])=[C:9]([OH:16])[CH:8]=[C:7]([OH:17])[C:6]=1[C:18](=[O:28])[CH2:19][CH2:20][C:21]1[CH:26]=[CH:25][C:24]([OH:27])=[CH:23][CH:22]=1)(=O)C.[OH-].[K+].Cl>CO>[OH:4][C:5]1[C:10]([CH2:11][CH:12]=[C:13]([CH3:14])[CH3:15])=[C:9]([OH:16])[CH:8]=[C:7]([OH:17])[C:6]=1[C:18](=[O:28])[CH2:19][CH2:20][C:21]1[CH:22]=[CH:23][C:24]([OH:27])=[CH:25][CH:26]=1 |f:1.2|. Procedure details: To 10 ml of a methanol solution of 500 mg of the 1-[2-acetoxy-4,6-dihydroxy-3-(3-methyl-2-butenyl)phenyl]-3-(4-hydroxyphenyl)-1-propanone obtained in Specific Example 24 was added an aqueous solution of potassium hydroxide (1.5 g/5 ml), and the mixture was stirred at room temperature for 45 minutes. After the reaction, the reaction mixture was carefully neutralized wit dilute hydrochloric acid, extracted with 300 ml of ethyl acetate, washed with water (100 ml×4 times), shaken with a saturated aq...